From a dataset of the Open Reaction Database (ORD), a public repository of structured organic reaction records. describe an organic reaction: reactants, conditions, products, and yield Reactants: BrC1=NC(=CC(=C1)S(=O)(=O)C1=CC=C(C=C1)N)N1CCCC1 (4-(2-bromo-6-pyrrolidine-1-yl-pyridine-4-sulfonyl)-phenylamine), FC(C=1C=C(C=C(C1)C(F)(F)F)B(O)O)(F)F (3,5-bis(trifluormethyl)phenylboronic acid), C([O-])([O-])=O.[Na+].[Na+] (sodium carbonate). RXN SMILES: Br[C:2]1[CH:7]=[C:6]([S:8]([C:11]2[CH:16]=[CH:15][C:14]([NH2:17])=[CH:13][CH:12]=2)(=[O:10])=[O:9])[CH:5]=[C:4]([N:18]2[CH2:22][CH2:21][CH2:20][CH2:19]2)[N:3]=1.[F:23][C:24]([F:39])([F:38])[C:25]1[CH:26]=[C:27](B(O)O)[CH:28]=[C:29]([C:31]([F:34])([F:33])[F:32])[CH:30]=1.C(=O)([O-])[O-].[Na+].[Na+]>COCCOC.O.C1C=CC(P(C2C=CC=CC=2)C2C=CC=CC=2)=CC=1.C1C=CC(P(C2C=CC=CC=2)C2C=CC=CC=2)=CC=1.Cl[Pd]Cl>[F:23][C:24]([F:38])([F:39])[C:25]1[CH:26]=[C:27]([C:2]2[CH:7]=[C:6]([S:8]([C:11]3[CH:16]=[CH:15][C:14]([NH2:17])=[CH:13][CH:12]=3)(=[O:10])=[O:9])[CH:5]=[C:4]([N:18]3[CH2:22][CH2:21][CH2:20][CH2:19]3)[N:3]=2)[CH:28]=[C:29]([C:31]([F:32])([F:33])[F:34])[CH:30]=1 |f:2.3.4,7.8.9|. Procedure: A mixture of 191 mg (0.5 mmole) 4-(2-bromo-6-pyrrolidine-1-yl-pyridine-4-sulfonyl)-phenylamine, 142 mg (0.55 mmole) 3,5-bis(trifluormethyl)phenylboronic acid, 25 mg sodium carbonate and 20 mg bis(triphenylphosphine)-palladium(II)-chloride is refluxed for 48 hours in 10 ml 1,2-dimethoxyethane and 1 ml water. The solvent is removed and the residue is diluted with dichloromethane. The dichloromethane solution is washed twice with water, dried over magnesiumsulfate and concentrated in vacuo. Flash c... Solvent: COCCOC (1,2-dimethoxyethane), O (water). Yield: 32.6%. The product is FC(C=1C=C(C=C(C1)C(F)(F)F)C1=NC(=CC(=C1)S(=O)(=O)C1=CC=C(C=C1)N)N1CCCC1)(F)F (4-[2-(3,5-bis-trifluoromethyl-phenyl)-6-pyrrolidine-1-yl-pyridine-4-sulfonyl]-phenylamine). The reagents and catalysts are C1=CC=C(C=C1)P(C2=CC=CC=C2)C3=CC=CC=C3.C1=CC=C(C=C1)P(C2=CC=CC=C2)C3=CC=CC=C3.Cl[Pd]Cl (bis(triphenylphosphine)-palladium(II)-chloride). The yield is 198.4%. RXN SMILES: [Cl:1][C:2]1[C:10]([O:11][CH2:12][C:13]2[CH:18]=[CH:17][C:16]([O:19][CH3:20])=[CH:15][CH:14]=2)=[C:9]([O:21][CH2:22][C:23]2[CH:28]=[CH:27][C:26]([O:29][CH3:30])=[CH:25][CH:24]=2)[CH:8]=[CH:7][C:3]=1[C:4](O)=[O:5].O[N:32]1[C:36]2C=CC=C[C:35]=2[N:34]=N1.[CH:41]1(N=[C:48]=[N:49][CH:50]2[CH2:55]CCCC2)CCCCC1>O1CCCC1>[CH3:41][N:34]1[CH2:23][CH2:28][NH:32][CH2:36][CH2:35]1.[Cl:1][C:2]1[C:10]([O:11][CH2:12][C:13]2[CH:14]=[CH:15][C:16]([O:19][CH3:20])=[CH:17][CH:18]=2)=[C:9]([O:21][CH2:22][C:23]2[CH:24]=[CH:25][C:26]([O:29][CH3:30])=[CH:27][CH:28]=2)[CH:8]=[CH:7][C:3]=1[C:4]([N:32]1[CH2:55][CH2:50][N:49]([CH3:48])[CH2:35][CH2:36]1)=[O:5]. The product is CN1CCNCC1 (N-methylpiperazine), ClC1=C(C(=O)N2CCN(CC2)C)C=CC(=C1OCC1=CC=C(C=C1)OC)OCC1=CC=C(C=C1)OC (1-(2-chloro-3,4-bis(p-methoxybenzyloxy)benzoyl)-4-methylpiperazine). Procedure: A mixture of 2-chloro-3,4-bis(p-methoxybenzyloxy)benzoic acid (0.61 g: 1.42 mMol.) is reacted with 1-hydroxybenzotriazole (231 mg: 1.2 Eq.) and dicyclohexylcarbodiimide (352 mg: 1.2 Eq.) in tetrahydrofuran at room temperature for 1 hour, and then with N-methylpiperazine (0.32 ml: 2 Eq.) for 1 hour to give 1-(2-chloro-3,4-bis(p-methoxybenzyloxy)benzoyl)-4-methylpiperazine (0.72 g). Yield: 99%. The solvent is O1CCCC1 (tetrahydrofuran). Reactants: ClC1=C(C(=O)O)C=CC(=C1OCC1=CC=C(C=C1)OC)OCC1=CC=C(C=C1)OC (2-chloro-3,4-bis(p-methoxybenzyloxy)benzoic acid), ON1N=NC2=C1C=CC=C2 (1-hydroxybenzotriazole), C1(CCCCC1)N=C=NC1CCCCC1 (dicyclohexylcarbodiimide). The product is O(C1=CC=CC=C1)CCOC(=O)C1=C(NC=2CNCC(C2C1C1=C(C=CC=C1)C)=O)C (1,4,5,6,7,8-Hexahydro-2-methyl-4-(2-methylphenyl)-5-oxo-1,7-naphthyridine-3-carboxylic acid 2-phenoxyethyl ester). Solvent: O (water). As a reaction SMILES: Cl.[O:2]([CH2:9][CH2:10][O:11][C:12]([C:14]1[CH:23]([C:24]2[CH:29]=[CH:28][CH:27]=[CH:26][C:25]=2[CH3:30])[C:22]2[C:21](=[O:31])[CH2:20][N:19](CC3C=CC=CC=3)[CH2:18][C:17]=2[NH:16][C:15]=1[CH3:39])=[O:13])[C:3]1[CH:8]=[CH:7][CH:6]=[CH:5][CH:4]=1.CO.Cl.[H][H]>[Pd].O>[O:2]([CH2:9][CH2:10][O:11][C:12]([C:14]1[CH:23]([C:24]2[CH:29]=[CH:28][CH:27]=[CH:26][C:25]=2[CH3:30])[C:22]2[C:21](=[O:31])[CH2:20][NH:19][CH2:18][C:17]=2[NH:16][C:15]=1[CH3:39])=[O:13])[C:3]1[CH:8]=[CH:7][CH:6]=[CH:5][CH:4]=1 |f:0.1|. Starting materials: Cl.O(C1=CC=CC=C1)CCOC(=O)C1=C(NC=2CN(CC(C2C1C1=C(C=CC=C1)C)=O)CC1=CC=CC=C1)C (1,4,5,6,7,8-hexahydro-2-methyl-4-(2-methylphenyl)-5-oxo-7-(phenylmethyl)-1,7-naphthyridine-3-carboxylic acid 2-phenoxyethyl ester hydrochloride), CO (methanol), Cl (hydrochloric acid), [H][H] (hydrogen). Reagents/catalysts: [Pd] (palladium on carbon). Procedure details: The hydrochloride from above (21.5 g), 500 ml of methanol, 5 ml of concentrated hydrochloric acid, 15 ml of water and 0.6 g of 10% palladium on carbon were shaken with hydrogen (50 psig initial pressure) for 20 hours. The catalyst was separated and the solution was evaporated to dryness in vacuo. The residue was slurried with diethyl ether and filtered. The solid was triturated with refluxing ethanol, filtered and dried to obtain 12 g of the title compound as the hydrochloride, m.p. 238°-240° C....